From a dataset of the Open Reaction Database (ORD), a public repository of structured organic reaction records. describe an organic reaction: reactants, conditions, products, and yield Starting materials: ClC=1C=C(C=CC1CC)[N+](=O)[O-] (3-Chloro-4-ethylnitrobenzene), O.O.Cl[Sn]Cl (SnCl2.2H2O). Run in alcohol. Product: ClC=1C=C(N)C=CC1CC (3-Chloro-4-ethylaniline). Isolated yield 97.9%. RXN SMILES: [Cl:1][C:2]1[CH:3]=[C:4]([N+:10]([O-])=O)[CH:5]=[CH:6][C:7]=1[CH2:8][CH3:9].O.O.Cl[Sn]Cl>>[Cl:1][C:2]1[CH:3]=[C:4]([CH:5]=[CH:6][C:7]=1[CH2:8][CH3:9])[NH2:10] |f:1.2.3|. Procedure: A solution of 8.9 g (48 mmol) of 31 and 54.6 g (241 mmol) of SnCl2.2H2O in 100 mL of absolute alcohol was refluxed for 1 h. It was evaporated to remove most of the solvent and the residue was treated with 2N NaOH to pH=9. The mixture was filtered and the solid was washed with methanol (10 mL) and ethyl acetate (200 mL). The filtrate was separated and the aqueous phase was extracted with ethyl acetate (2×50 mL). The combined organic solution was dried (MgSO4) and evaporated to leave 7.31 g (98%) ...